This data is from the Open Reaction Database (ORD), a public repository of structured organic reaction records. The task is: describe an organic reaction: reactants, conditions, products, and yield Reactants: C1[C@H]([C@@H]2[C@H](O1)[C@H](CO2)O)O (isosorbide), C(C(O)CC(=O)O)(=O)O (malic acid). Reagents/catalysts: C(CCC)[Sn](CCCC)=O (dibutyl tin oxide). Reaction conditions: temperature 120 celsius, time 20 hour. The product is C1[C@H]([C@@H]2[C@H](O1)[C@H](CO2)O)O.C(C(O)CC(=O)O)(=O)O (Isosorbide Malic Acid). The yield is 98.5%. RXN SMILES: [CH2:1]1[O:5][C@@H:4]2[C@@H:6]([OH:9])[CH2:7][O:8][C@@H:3]2[C@@H:2]1[OH:10].[C:11]([OH:19])(=[O:18])[CH:12]([CH2:14][C:15]([OH:17])=[O:16])[OH:13]>C([Sn](=O)CCCC)CCC>[CH2:1]1[O:5][C@@H:4]2[C@@H:6]([OH:9])[CH2:7][O:8][C@@H:3]2[C@@H:2]1[OH:10].[C:11]([OH:19])(=[O:18])[CH:12]([CH2:14][C:15]([OH:17])=[O:16])[OH:13] |f:3.4|. Procedure details: To a 3-neck 250 mL round-bottomed flask equipped with a dean stark trap and a condenser was added isosorbide (40.0 g, 273.9 mmol, obtained from Archer Daniels), malic acid (30.60 g, 228.22 mmol, obtained from Sigma-Aldrich), and FASCAT 4201 dibutyl tin oxide catalyst (0.07 g, 0.1 wt %, obtained from Arkema Inc.). The mixture was slowly heated under argon to 120° C., during which time the reagents melted. The temperature was then raised to 180° C., and condensation began around 150° C. The reacti... Starting materials: [NH4+].[OH-] (NH4OH), BrC=1C=C(C=C(C1)Br)S(=O)(=O)ONC (O-(3,5-dibromophenylsulfonyl)-N-methylhydroxylamine), CN(C)C=O (DMF). Reagents/catalysts: [C-]#N.[C-]#N.[Zn+2] (Zn(CN)2), C=1C=CC(=CC1)[P](C=2C=CC=CC2)(C=3C=CC=CC3)[Pd]([P](C=4C=CC=CC4)(C=5C=CC=CC5)C=6C=CC=CC6)([P](C=7C=CC=CC7)(C=8C=CC=CC8)C=9C=CC=CC9)[P](C=1C=CC=CC1)(C=1C=CC=CC1)C=1C=CC=CC1 (Pd(PPh3)4), C=1C=CC(=CC1)[P](C=2C=CC=CC2)(C=3C=CC=CC3)[Pd]([P](C=4C=CC=CC4)(C=5C=CC=CC5)C=6C=CC=CC6)([P](C=7C=CC=CC7)(C=8C=CC=CC8)C=9C=CC=CC9)[P](C=1C=CC=CC1)(C=1C=CC=CC1)C=1C=CC=CC1 (Pd(PPh3)4), [Pd] (Pd). Run in CCOC(=O)C (EtOAc). Run at temperature 80 celsius, time 70 minute. Yields the product BrC=1C=C(C#N)C=C(C1)S(=O)(=O)ONC (3-bromo-5-(methylaminooxysulfonyl)benzonitrile). Yield: 31.0%. As a reaction SMILES: Br[C:2]1[CH:3]=[C:4]([S:9]([O:12][NH:13][CH3:14])(=[O:11])=[O:10])[CH:5]=[C:6]([Br:8])[CH:7]=1.[CH3:15][N:16](C=O)C.[NH4+].[OH-]>[C-]#N.[C-]#N.[Zn+2].C1C=CC([P]([Pd]([P](C2C=CC=CC=2)(C2C=CC=CC=2)C2C=CC=CC=2)([P](C2C=CC=CC=2)(C2C=CC=CC=2)C2C=CC=CC=2)[P](C2C=CC=CC=2)(C2C=CC=CC=2)C2C=CC=CC=2)(C2C=CC=CC=2)C2C=CC=CC=2)=CC=1.[Pd].CCOC(C)=O>[Br:8][C:6]1[CH:7]=[C:2]([CH:3]=[C:4]([S:9]([O:12][NH:13][CH3:14])(=[O:11])=[O:10])[CH:5]=1)[C:15]#[N:16] |f:2.3,4.5.6,^1:30,32,51,70|. Procedure: A mixture of 751 mg (2.29 mmol) of O-(3,5-dibromophenylsulfonyl)-N-methylhydroxylamine, 159 mg (1.35 mmol) of Zn(CN)2 and 164 mg (0.142 mmol) of Pd(PPh3)4, 8 mL of DMF (degassed) was stirred at 80° C. After 70 min., 334 mg of Pd((PPh3)4, was added and after 35 min. 414 mg of Pd(PPh3)4 was added. After 1 h, EtOAc and 20 mL of 10% NH4OH (aq) was added, and the layers were separated. The organic layer was washed with 20 mL of 10% NH4OH (aq) and 20 mL of brine. The combined aqueous layer was extract...